From a dataset of the Open Reaction Database (ORD), a public repository of structured organic reaction records. describe an organic reaction: reactants, conditions, products, and yield Starting materials: ( s ), ( s ), ClC1=CC=C(C=C1)C(CNC(OC(C)(C)C)=O)CC(NC1=CC=CC=C1)=O (tert-Butyl 2-(4-chlorophenyl)-4-oxo-4-(phenylamino)butylcarbamate), ( s ), ( s ), ( s ), Ar—CH3, ( s ), ( s ), crude residue, ( s ), ( s ), ( s ), ( s ), S(=O)(=O)(C1=CC=C(C)C=C1)Cl (tosyl chloride), ( s ), (C═O), ( s ), ( s ), C(=O)([O-])[O-].[K+].[K+] (K2CO3), ( s ). The solvent is C(Cl)Cl (DCM), O1CCOCC1.O (1,4-dioxane H2O). Reaction conditions: time 2 hour. Yields the product ClC1=CC=C(C=C1)C(CC(=O)NC1=CC=CC=C1)CNS(=O)(=O)C1=CC=C(C=C1)C (3-(4-Chlorophenyl)-4-(4-methylphenylsulfonamido)-N-phenylbutanamide). Reaction SMILES: [Cl:1][C:2]1[CH:7]=[CH:6][C:5]([CH:8]([CH2:18][C:19](=[O:27])[NH:20][C:21]2[CH:26]=[CH:25][CH:24]=[CH:23][CH:22]=2)[CH2:9][NH:10]C(=O)OC(C)(C)C)=[CH:4][CH:3]=1.C([O-])([O-])=O.[K+].[K+].[S:34](Cl)([C:37]1[CH:43]=[CH:42][C:40]([CH3:41])=[CH:39][CH:38]=1)(=[O:36])=[O:35]>C(Cl)Cl.O1CCOCC1.O>[Cl:1][C:2]1[CH:3]=[CH:4][C:5]([CH:8]([CH2:9][NH:10][S:34]([C:37]2[CH:43]=[CH:42][C:40]([CH3:41])=[CH:39][CH:38]=2)(=[O:36])=[O:35])[CH2:18][C:19]([NH:20][C:21]2[CH:22]=[CH:23][CH:24]=[CH:25][CH:26]=2)=[O:27])=[CH:6][CH:7]=1 |f:1.2.3,6.7|. Reported procedure: To a solution of 34 (0.106 g, 0.271 mmol) in DCM (2 ml) TFA (2 ml) was added. After stirring for 2 h at room temperature, the solvent was distilled under reduced pressure to give a brown solid. The crude residue was dissolved as obtained in 1,4-dioxane:H2O 1:1 (5 ml) and K2CO3 (0.225 g, 1.63 mmol, 6 eq) was added followed by tosyl chloride (0.056 g, 0.298 mmol, 1.1 eq) at room temperature. After stirring for 2 h at room temperature, the resulting mixture was evaporated in vacuo to dryness. Water... Reactants: FC1=C(CN(C2=C(C(=CC=C2)[N+](=O)[O-])C)CC2=CC=C(OC=3C=CC(=C(C3)O)F)C=C2)C=CC(=C1)F (5-(4-(((2,4-difluorobenzyl)(2-methyl-3-nitrophenyl)amino)methyl)phenoxy)-2-fluorophenol), C(CO)(=O)OCC (ethyl glycolate). Product: FC1=C(CN(C2=C(C(=CC=C2)[N+](=O)[O-])C)CC2=CC=C(OC=3C=CC(=C(OCC(=O)OCC)C3)F)C=C2)C=CC(=C1)F (ethyl (5-(4-(((2,4-difluorobenzyl)(2-methyl-3-nitrophenyl)amino)methyl)phenoxy)-2-fluorophenoxy)acetate). As a reaction SMILES: [F:1][C:2]1[CH:35]=[C:34]([F:36])[CH:33]=[CH:32][C:3]=1[CH2:4][N:5]([CH2:16][C:17]1[CH:31]=[CH:30][C:20]([O:21][C:22]2[CH:23]=[CH:24][C:25]([F:29])=[C:26]([OH:28])[CH:27]=2)=[CH:19][CH:18]=1)[C:6]1[CH:11]=[CH:10][CH:9]=[C:8]([N+:12]([O-:14])=[O:13])[C:7]=1[CH3:15].[C:37]([O:41][CH2:42][CH3:43])(=[O:40])[CH2:38]O>>[F:1][C:2]1[CH:35]=[C:34]([F:36])[CH:33]=[CH:32][C:3]=1[CH2:4][N:5]([CH2:16][C:17]1[CH:31]=[CH:30][C:20]([O:21][C:22]2[CH:23]=[CH:24][C:25]([F:29])=[C:26]([CH:27]=2)[O:28][CH2:38][C:37]([O:41][CH2:42][CH3:43])=[O:40])=[CH:19][CH:18]=1)[C:6]1[CH:11]=[CH:10][CH:9]=[C:8]([N+:12]([O-:14])=[O:13])[C:7]=1[CH3:15]. Procedure: The product from Example 305G and ethyl glycolate were processed as described in Example 62A to provide the title compound. The reactants are C(C)OC(CN1[C@H](CN(CC1)C1=C2C=CC(=NC2=C(C=C1)OC)C(F)(F)F)CC1=CC=CC=C1)=O ([(S)-2-Benzyl-4-(8-methoxy-2-trifluoromethyl-quinolin-5-yl)-piperazin-1-yl]-acetic acid ethyl ester), solution, N (ammonia), [C-]#N.[Na+] (sodium cyanide). The solvent is CO (MeOH). Reaction conditions: time 24 hour. Yields the product C(C1=CC=CC=C1)[C@@H]1N(CCN(C1)C1=C2C=CC(=NC2=C(C=C1)OC)C(F)(F)F)CC(=O)N ((S)-2-(2-benzyl-4-(8-methoxy-2-(trifluoromethyl)quinolin-5-yl)piperazin-1-yl)acetamide). Isolated yield 79.0%. As a reaction SMILES: C(O[C:4](=[O:35])[CH2:5][N:6]1[CH2:11][CH2:10][N:9]([C:12]2[CH:21]=[CH:20][C:19]([O:22][CH3:23])=[C:18]3[C:13]=2[CH:14]=[CH:15][C:16]([C:24]([F:27])([F:26])[F:25])=[N:17]3)[CH2:8][C@@H:7]1[CH2:28][C:29]1[CH:34]=[CH:33][CH:32]=[CH:31][CH:30]=1)C.[NH3:36].[C-]#N.[Na+]>CO>[CH2:28]([C@H:7]1[CH2:8][N:9]([C:12]2[CH:21]=[CH:20][C:19]([O:22][CH3:23])=[C:18]3[C:13]=2[CH:14]=[CH:15][C:16]([C:24]([F:26])([F:25])[F:27])=[N:17]3)[CH2:10][CH2:11][N:6]1[CH2:5][C:4]([NH2:36])=[O:35])[C:29]1[CH:30]=[CH:31][CH:32]=[CH:33][CH:34]=1 |f:2.3|. Procedure details: [(S)-2-Benzyl-4-(8-methoxy-2-trifluoromethyl-quinolin-5-yl)-piperazin-1-yl]-acetic acid ethyl ester in a 7 N solution of ammonia in MeOH (10 mL) was treated with catalytic amount of sodium cyanide and allowed to stir for 24 h. The reaction mixture was then evaporated, washed with water and air dried to afford the title compound as a yellow solid (180 mg, 79%). LC/MS (Method B) 2.57 min, [M+1]+ 459. Reactants: F[B-](F)(F)F, CC(C)C(NC(=O)OC(C)(C)C)C(=O)O, COC1CCNCC1, CN(C)C=O, CN(C)C(On1nnc2ccccc21)=[N+](C)C. The product is COC1CCN(C(=O)C(NC(=O)OC(C)(C)C)C(C)C)CC1. RXN SMILES: [B-:16]([F:17])([F:18])([F:19])[F:20].[C:1]([CH3:2])([CH3:3])([CH3:4])[O:5][C:6](=[O:7])[NH:8][CH:9]([C:10](=[O:11])[OH:12])[CH:13]([CH3:14])[CH3:15].[CH3:38][O:39][CH:40]1[CH2:41][CH2:42][NH:43][CH2:44][CH2:45]1.[O:46]=[CH:47][N:48]([CH3:49])[CH3:50].[n:21]1([O:22][C:23]([N:24]([CH3:25])[CH3:26])=[N+:27]([CH3:28])[CH3:29])[c:30]2[cH:31][cH:32][cH:33][cH:34][c:35]2[n:36][n:37]1>>[C:1]([CH3:2])([CH3:3])([CH3:4])[O:5][C:6](=[O:7])[NH:8][CH:9]([C:10](=[O:12])[N:43]1[CH2:42][CH2:41][CH:40]([O:39][CH3:38])[CH2:45][CH2:44]1)[CH:13]([CH3:14])[CH3:15].